This data is from the Open Reaction Database (ORD), a public repository of structured organic reaction records. The task is: describe an organic reaction: reactants, conditions, products, and yield The reactants are COc1ccc2c(Oc3ccc([N+](=O)[O-])cc3)c(-c3ccc(S(C)(=O)=O)cc3)ccc2c1, CCO, O=C[O-], [NH4+], [OH-], [OH-], [Pd+2]. Product: COc1ccc2c(Oc3ccc(N)cc3)c(-c3ccc(S(C)(=O)=O)cc3)ccc2c1. Reaction SMILES: [CH3:1][S:2](=[O:3])(=[O:4])[c:5]1[cH:6][cH:7][c:8](-[c:11]2[c:12]([O:23][c:24]3[cH:25][cH:26][c:27]([N+:30]([O-:31])=[O:32])[cH:28][cH:29]3)[c:13]3[cH:14][cH:15][c:16]([O:21][CH3:22])[cH:17][c:18]3[cH:19][cH:20]2)[cH:9][cH:10]1.[CH3:40][CH2:41][OH:42].[CH:33]([O-:34])=[O:35].[NH4+:36].[OH-:37].[OH-:39].[Pd+2:38]>>[CH3:1][S:2](=[O:3])(=[O:4])[c:5]1[cH:6][cH:7][c:8](-[c:11]2[c:12]([O:23][c:24]3[cH:25][cH:26][c:27]([NH2:30])[cH:28][cH:29]3)[c:13]3[cH:14][cH:15][c:16]([O:21][CH3:22])[cH:17][c:18]3[cH:19][cH:20]2)[cH:9][cH:10]1. Reactants: C(C)(=O)O (Acetic acid), C(#N)C=1C=NC2=CC(=CC(=C2C1O)F)F (3-cyano-5,7-difluoro-4-hydroxyquinoline), O1CCC(CC1)O (tetrahydro-2H-pyran-4-ol), CC(C)([O-])C.[K+] (potassium tert-butoxide). Run in O1CCCC1 (tetrahydrofuran). Run at temperature 60 celsius, time 3 day. Yields the product C(#N)C=1C=NC2=CC(=CC(=C2C1O)OC1CCOCC1)F (3-cyano-7-fluoro-4-hydroxy-5-(tetrahydro-2H-pyran-4-yloxy)quinoline). RXN SMILES: [C:1]([C:3]1[CH:4]=[N:5][C:6]2[C:11]([C:12]=1[OH:13])=[C:10](F)[CH:9]=[C:8]([F:15])[CH:7]=2)#[N:2].[O:16]1[CH2:21][CH2:20][CH:19]([OH:22])[CH2:18][CH2:17]1.CC(C)([O-])C.[K+].C(O)(=O)C>O1CCCC1>[C:1]([C:3]1[CH:4]=[N:5][C:6]2[C:11]([C:12]=1[OH:13])=[C:10]([O:22][CH:19]1[CH2:20][CH2:21][O:16][CH2:17][CH2:18]1)[CH:9]=[C:8]([F:15])[CH:7]=2)#[N:2] |f:2.3|. Reported procedure: A mixture of 3-cyano-5,7-difluoro-4-hydroxyquinoline (2.06 g), tetrahydro-2H-pyran-4-ol (1.02 g) and potassium tert-butoxide (1.0M solution in tetrahydrofuran; 30.0 ml) in anhydrous tetrahydrofuran (100 ml) was stirred and heated under nitrogen at 60° C. for 1.5 hours. Acetic acid was added until pH6 was reached and then the solution was evaporated to dryness. The residue was dissolved in aqueous sodium hydroxide solution (2.0M) and the resulting solution was filtered through a GF/A glass fibre ... Reactants: NC1=CC2=C(N(C(=N2)C2=CC=CC=C2)C2=CC=C(C=C2)OC)C=C1 (5-Amino-1-(4-methoxyphenyl)-2-phenyl-1H-benzimidazole), ClC1=CC=C(C=C1)S(=O)(=O)Cl (4-chlorobenzenesulfonic acid chloride). Product: ClC1=CC=C(C=C1)S(=O)(=O)NC1=CC2=C(N(C(=N2)C2=CC=CC=C2)C2=CC=C(C=C2)OC)C=C1 (4-Chloro-N-[1-(4-methoxyphenyl)-2-phenyl-1H-benzimidazol-5-yl]benzenesulfonamide). RXN SMILES: [NH2:1][C:2]1[CH:24]=[CH:23][C:5]2[N:6]([C:15]3[CH:20]=[CH:19][C:18]([O:21][CH3:22])=[CH:17][CH:16]=3)[C:7]([C:9]3[CH:14]=[CH:13][CH:12]=[CH:11][CH:10]=3)=[N:8][C:4]=2[CH:3]=1.[Cl:25][C:26]1[CH:31]=[CH:30][C:29]([S:32](Cl)(=[O:34])=[O:33])=[CH:28][CH:27]=1>>[Cl:25][C:26]1[CH:31]=[CH:30][C:29]([S:32]([NH:1][C:2]2[CH:24]=[CH:23][C:5]3[N:6]([C:15]4[CH:20]=[CH:19][C:18]([O:21][CH3:22])=[CH:17][CH:16]=4)[C:7]([C:9]4[CH:10]=[CH:11][CH:12]=[CH:13][CH:14]=4)=[N:8][C:4]=3[CH:3]=2)(=[O:34])=[O:33])=[CH:28][CH:27]=1. Reported procedure: 5-Amino-1-(4-methoxyphenyl)-2-phenyl-1H-benzimidazole was reacted with 4-chlorobenzenesulfonic acid chloride according to general operating instructions 13. Starting materials: FC1=C(C=CC(=C1)I)NC1=C(C(N(C=2N=CNC(C21)=O)C)=O)C (5-(2-Fluoro-4-iodophenylamino)-6,8-dimethylpyrido[2,3-d]pyrimidine-4,7(3H,8H)-dione), [H-].[Na+] (Sodium hydride), ClC[C@@H]1OC(OC1)(C)C ((R)-4-(Chloromethyl)-2,2-dimethyl-1,3-dioxolane). The solvent is CN(C)C=O (DMF), CN(C)C=O (DMF). Reaction conditions: time 10 minute. The product is CC1(OC[C@@H](O1)CN1C=NC2=C(C1=O)C(=CC(N2C)=O)NC2=C(C=C(C=C2)I)F)C ((S)-3-((2,2-Dimethyl-1,3-dioxolan-4-yl)methyl)-5-(2-fluoro-4-iodophenylamino)-8-methylpyrido[2,3-d]pyrimidine-4,7(3H,8H)-dione). Reaction SMILES: [H-].[Na+].[F:3][C:4]1[CH:9]=[C:8]([I:10])[CH:7]=[CH:6][C:5]=1[NH:11][C:12]1[C:21]2[C:20](=[O:22])[NH:19][CH:18]=[N:17][C:16]=2[N:15]([CH3:23])[C:14](=[O:24])[C:13]=1C.Cl[CH2:27][C@H:28]1[CH2:32][O:31][C:30]([CH3:34])([CH3:33])[O:29]1>CN(C=O)C>[CH3:33][C:30]1([CH3:34])[O:29][C@@H:28]([CH2:27][N:19]2[C:20](=[O:22])[C:21]3[C:12]([NH:11][C:5]4[CH:6]=[CH:7][C:8]([I:10])=[CH:9][C:4]=4[F:3])=[CH:13][C:14](=[O:24])[N:15]([CH3:23])[C:16]=3[N:17]=[CH:18]2)[CH2:32][O:31]1 |f:0.1|. Procedure: Sodium hydride (89 mg, 4.7 mmol, 5 eq) was stirred in anhydrous DMF (1 mL) for 10 minutes. 5-(2-Fluoro-4-iodophenylamino)-6,8-dimethylpyrido[2,3-d]pyrimidine-4,7(3H,8H)-dione (400 mg, 0.94 mmol, 1 eq) in anhydrous DMF (400 μL) was added and the mixture stirred for 10 minutes. (R)-4-(Chloromethyl)-2,2-dimethyl-1,3-dioxolane (260 μl, 1.88 mmol, 2 eq) was added and the mixture subjected to microwave irradiation at 150° C. for 35 minutes. The solvent was removed in vacuo and the residue purified by ... Reactants: FC(C=1C=C(C(=O)C2=C(C(=O)O)C=CC=N2)C=CC1)(F)F (2-(3-Trifluoromethylbenzoyl)nicotinic acid), FC(C1=CC=C(C=C1)NN)(F)F (4-trifluoromethylphenylhydrazine). Reagents/catalysts: C1(=CC=C(C=C1)S(=O)(=O)O)C (para-toluene sulphonic acid). Run in CO (methanol). The product is FC(C1=CC=C(C=C1)NN=C(C1=C(N=CC=C1)C(C1=CC(=CC=C1)C(F)(F)F)=O)O)(F)F (2-(3-trifluoromethylbenzoyl)nicotinic acid (4-trifluoromethylphenyl)hydrazone). Yield: 80.7%. Reaction SMILES: [F:1][C:2]([F:21])([F:20])[C:3]1[CH:4]=[C:5]([CH:17]=[CH:18][CH:19]=1)[C:6]([C:8]1[N:16]=[CH:15][CH:14]=[CH:13][C:9]=1[C:10]([OH:12])=O)=[O:7].[F:22][C:23]([F:33])([F:32])[C:24]1[CH:29]=[CH:28][C:27]([NH:30][NH2:31])=[CH:26][CH:25]=1>CO.C1(C)C=CC(S(O)(=O)=O)=CC=1>[F:22][C:23]([F:32])([F:33])[C:24]1[CH:25]=[CH:26][C:27]([NH:30][N:31]=[C:10]([OH:12])[C:9]2[CH:13]=[CH:14][CH:15]=[N:16][C:8]=2[C:6](=[O:7])[C:5]2[CH:17]=[CH:18][CH:19]=[C:3]([C:2]([F:1])([F:21])[F:20])[CH:4]=2)=[CH:28][CH:29]=1. Procedure details: 2-(3-Trifluoromethylbenzoyl)nicotinic acid (0.5 g), 4-trifluoromethylphenylhydrazine (0.3 g) and para-toluene sulphonic acid (0.001 g) were stirred in methanol at room temperature for 22 hours. Solvent was evaporated. The residue was triturated in cold toluene then dried to yield the title compound as a beige solid (0.62 g), m.p. 127°-129° C. Starting materials: OCCCBr, Oc1ccc(Br)cc1, CS(C)=O, CCOC(C)=O, [Na+], [OH-]. The product is OCCCOc1ccc(Br)cc1. RXN SMILES: [Br:11][CH2:12][CH2:13][CH2:14][OH:15].[Br:3][c:4]1[cH:5][cH:6][c:7]([OH:10])[cH:8][cH:9]1.[CH3:16][S:17]([CH3:18])=[O:19].[CH3:20][CH2:21][O:22][C:23](=[O:24])[CH3:25].[Na+:2].[OH-:1]>>[Br:3][c:4]1[cH:5][cH:6][c:7]([O:10][CH2:12][CH2:13][CH2:14][OH:15])[cH:8][cH:9]1.